Dataset: the Open Reaction Database (ORD), a public repository of structured organic reaction records. Task: describe an organic reaction: reactants, conditions, products, and yield Reactants: ClC1=C(C(=CC(=C1)[N+](=O)[O-])Cl)N1N=C2C(C(=NC=C2F)NC2=NC=NC(=C2)C)=C1 ([2-(2,6-dichloro-4-nitrophenyl)-7-fluoro-2H-pyrazolo[4,3-c]pyridin-4-yl]-(6-methylpyrimidin-4-yl)-amine), BrC1=NC=C(C=2C1=CN(N2)C2=C(C#N)C=C(C=C2Cl)[N+](=O)[O-])F (2-(4-bromo-7-fluoropyrazolo[4,3-c]pyridin-2-yl)-3-chloro-5-nitrobenzonitrile). Run at temperature 80 celsius. Yields the product ClC=1C(=C(C#N)C=C(C1)[N+](=O)[O-])N1N=C2C(C(=NC=C2F)NC2=NC=NC(=C2)C)=C1 (3-Chloro-2-[7-fluoro-4-(6-methylpyrimidin-4-ylamino)-pyrazolo[4,3-c]pyridin-2-yl]-5-nitrobenzonitrile). Yield: 20.0%. Reaction SMILES: Cl[C:2]1[CH:7]=[C:6]([N+:8]([O-:10])=[O:9])[CH:5]=[C:4]([Cl:11])[C:3]=1[N:12]1[CH:29]=[C:15]2[C:16]([NH:21][C:22]3[CH:27]=[C:26]([CH3:28])[N:25]=[CH:24][N:23]=3)=[N:17][CH:18]=[C:19]([F:20])[C:14]2=[N:13]1.Br[C:31]1C2=CN(C3C(Cl)=CC([N+]([O-])=O)=CC=3C#N)N=C2C(F)=C[N:32]=1>>[Cl:11][C:4]1[C:3]([N:12]2[CH:29]=[C:15]3[C:16]([NH:21][C:22]4[CH:27]=[C:26]([CH3:28])[N:25]=[CH:24][N:23]=4)=[N:17][CH:18]=[C:19]([F:20])[C:14]3=[N:13]2)=[C:2]([CH:7]=[C:6]([N+:8]([O-:10])=[O:9])[CH:5]=1)[C:31]#[N:32]. Procedure details: Following the procedure described for [2-(2,6-dichloro-4-nitrophenyl)-7-fluoro-2H-pyrazolo[4,3-c]pyridin-4-yl]-(6-methylpyrimidin-4-yl)-amine, 2-(4-bromo-7-fluoropyrazolo[4,3-c]pyridin-2-yl)-3-chloro-5-nitrobenzonitrile was heated at 80° C. overnight to afford the title compound as a pale yellow solid (43 mg, 20% yield). LCMS (Method C): RT=2.56 min, m/z: 425 [M+H+].